The task is: describe an organic reaction: reactants, conditions, products, and yield. This data is from the Open Reaction Database (ORD), a public repository of structured organic reaction records. As a reaction SMILES: [OH:1][CH2:2][C:3]1([C:10]2[CH:15]=[CH:14][C:13]([Cl:16])=[CH:12][CH:11]=2)[CH2:8][CH2:7][C:6](=[O:9])[CH2:5][CH2:4]1.N1C=CC=CC=1.[C:23](OC(=O)C)(=[O:25])[CH3:24]>O>[C:23]([O:1][CH2:2][C:3]1([C:10]2[CH:11]=[CH:12][C:13]([Cl:16])=[CH:14][CH:15]=2)[CH2:4][CH2:5][C:6](=[O:9])[CH2:7][CH2:8]1)(=[O:25])[CH3:24]. Reaction conditions: time 20 hour. Procedure details: The 4-hydroxymethyl-4-(4-chlorophenyl)cyclohexanone is dissolved in 60 ml. of pyridine and 30 ml. of acetic anhydride. After about 20 hours of standing at room temperature, the mixture is poured into ice and water. The gum that precipitates is extracted with ether. The organic layer is washed successively with water, 2.5 N hydrochloric acid, water, sodium bicarbonate solution and brine, and evaporated to dryness to give 12.8 g. (66% yield) of 4-acetoxymethyl-4-(4-chlorophenyl)cyclohexanone, as a... The yield is 66.0%. Solvent: O (water). Yields the product C(C)(=O)OCC1(CCC(CC1)=O)C1=CC=C(C=C1)Cl (4-acetoxymethyl-4-(4-chlorophenyl)cyclohexanone). Starting materials: OCC1(CCC(CC1)=O)C1=CC=C(C=C1)Cl (4-hydroxymethyl-4-(4-chlorophenyl)cyclohexanone), N1=CC=CC=C1 (pyridine), C(C)(=O)OC(C)=O (acetic anhydride).